This data is from the Open Reaction Database (ORD), a public repository of structured organic reaction records. The task is: describe an organic reaction: reactants, conditions, products, and yield Reactants: CC(C)[Si](C(C)C)(C(C)C)n1ccc(Br)c1, [Li]CCCC, C1CCOC1, CN(C)C=O. Product: CC(C)[Si](C(C)C)(C(C)C)n1ccc(C=O)c1. As a reaction SMILES: [Br:1][c:2]1[cH:3][n:4]([Si:7]([CH:8]([CH3:9])[CH3:10])([CH:11]([CH3:12])[CH3:13])[CH:14]([CH3:15])[CH3:16])[cH:5][cH:6]1.[CH2:17]([Li:18])[CH2:19][CH2:20][CH3:21].[CH2:27]1[O:28][CH2:29][CH2:30][CH2:31]1.[O:22]=[CH:23][N:24]([CH3:25])[CH3:26]>>[c:2]1([CH:23]=[O:22])[cH:3][n:4]([Si:7]([CH:8]([CH3:9])[CH3:10])([CH:11]([CH3:12])[CH3:13])[CH:14]([CH3:15])[CH3:16])[cH:5][cH:6]1. The reactants are C=C1CC(=O)OC1=O, C1COCCN1, CCOC(C)=O, ClCCl. The product is C=C(CC(=O)N1CCOCC1)C(=O)O. Reaction SMILES: [C:7]1(=[O:14])[C:8](=[CH2:9])[CH2:10][C:11](=[O:12])[O:13]1.[CH2:1]1[CH2:2][O:3][CH2:4][CH2:5][NH:6]1.[CH3:15][CH2:16][O:17][C:18](=[O:19])[CH3:20].[Cl:21][CH2:22][Cl:23]>>[CH2:1]1[CH2:2][O:3][CH2:4][CH2:5][N:6]1[C:11]([CH2:10][C:8]([C:7](=[O:13])[OH:14])=[CH2:9])=[O:12]. The reactants are C[O-].[Na+] (sodium methoxide), CC1=NC(=C(C(=N1)Cl)Cl)Cl (2-methyl-4,5,6-trichloropyrimidine). The solvent is C1CCOC1 (THF). Run at temperature 5 celsius, time 18 hour. Product: ClC1=NC(=NC(=C1Cl)OC)C (4,5-dichloro-6-methoxy-2-methylpyrimidine). The yield is 96.8%. As a reaction SMILES: [CH3:1][O-:2].[Na+].[CH3:4][C:5]1[N:10]=[C:9](Cl)[C:8]([Cl:12])=[C:7]([Cl:13])[N:6]=1>C1COCC1>[Cl:13][C:7]1[C:8]([Cl:12])=[C:9]([O:2][CH3:1])[N:10]=[C:5]([CH3:4])[N:6]=1 |f:0.1|. Procedure details: 1.37 g of sodium methoxide are added to a solution of 5 g of 2-methyl-4,5,6-trichloropyrimidine in 41 ml of THF cooled to 5° C. in an ice bath. The ice bath is removed. The suspension is stirred at ambient temperature for 18 hours. The reaction medium is cooled to 5° C. in an ice bath. 20 ml of water and 100 ml of ethyl acetate are added. After settling out, the organic phase is dried over magnesium sulfate, filtered, and concentrated under reduced pressure so as to give 4.73 g of 4,5-dichloro-6... The reactants are Cc1ccccc1, Fc1ccccc1N=C=S, Nc1ncccc1OCc1c(F)cccc1Cl. Product: Fc1ccccc1NC(=S)Nc1ncccc1OCc1c(F)cccc1Cl. As a reaction SMILES: [CH3:28][c:29]1[cH:30][cH:31][cH:32][cH:33][cH:34]1.[F:18][c:19]1[c:20]([N:25]=[C:26]=[S:27])[cH:21][cH:22][cH:23][cH:24]1.[NH2:1][c:2]1[n:3][cH:4][cH:5][cH:6][c:7]1[O:8][CH2:9][c:10]1[c:11]([Cl:17])[cH:12][cH:13][cH:14][c:15]1[F:16]>>[NH:1]([c:2]1[n:3][cH:4][cH:5][cH:6][c:7]1[O:8][CH2:9][c:10]1[c:11]([Cl:17])[cH:12][cH:13][cH:14][c:15]1[F:16])[C:26]([NH:25][c:20]1[c:19]([F:18])[cH:24][cH:23][cH:22][cH:21]1)=[S:27]. Starting materials: [Si](C)(C)(C(C)(C)C)OCC1=NC=NN1CCC (5-(tert-butyldimethylsilanyloxymethyl)-1-propyl-1H-1,2,4-triazole), CO (methanol), [OH-].[Na+] (NaOH). Run in C(C)O (ethanol). Reaction conditions: time 19 hour. The product is C(CC)N1N=CN=C1CO ((2-Propyl-2H-1,2,4-triazol-3-yl)methanol). Yield: 87.0%. Reaction SMILES: [Si]([O:8][CH2:9][C:10]1[N:14]([CH2:15][CH2:16][CH3:17])[N:13]=[CH:12][N:11]=1)(C(C)(C)C)(C)C.CO.[OH-].[Na+]>C(O)C>[CH2:15]([N:14]1[C:10]([CH2:9][OH:8])=[N:11][CH:12]=[N:13]1)[CH2:16][CH3:17] |f:2.3|. Procedure: To a solution of 5-(tert-butyldimethylsilanyloxymethyl)-1-propyl-1H-1,2,4-triazole (from Step a) (4.10 g, 16.1 mmol) in ethanol (18 ml) and methanol (36 ml) was added 4 M aqueous NaOH (6 ml, 24 mmol) and the mixture was stirred at room temperature for 19 h, then at 45° C. for another 5 h. The solvents were removed in vacuo and the residue was purified by flash chromatography (silica gel, EtOAc, then 10% MeOH/CH2Cl2) to leave 1.976 g (87%) of the title compound as a pale yellow oil: 1H NMR (250 M... Procedure: (3aR*,10aS*)-9-(4-Chlorobenzyl)-2,3,3a,4,9,10a-hexahydrobenzo[b]cyclopenta[e][1,4]diazepin-10(1H)-one hydrochloride (426 mg, 1.2 mmol) and phthalimidoacetyl chloride (389 mg, 1.7 mmol) were suspended in toluene (4 mL). The suspension was refluxed for 16 hours. To the reaction mixture was added a saturated aqueous solution of sodium hydrogencarbonate, which was subjected to extraction with chloroform. The extract solution was washed with water and a saturated aqueous solution of sodium hydrogenca... Starting materials: Cl.ClC1=CC=C(CN2C3=C(N[C@H]4[C@@H](C2=O)CCC4)C=CC=C3)C=C1 ((3aR*,10aS*)-9-(4-Chlorobenzyl)-2,3,3a,4,9,10a-hexahydrobenzo[b]cyclopenta[e][1,4]diazepin-10(1H)-one hydrochloride), C1(C=2C(C(N1CC(=O)Cl)=O)=CC=CC2)=O (phthalimidoacetyl chloride), C(O)([O-])=O.[Na+] (sodium hydrogencarbonate). The yield is 14.8%. As a reaction SMILES: Cl.[Cl:2][C:3]1[CH:24]=[CH:23][C:6]([CH2:7][N:8]2[C:14](=[O:15])[C@H:13]3[CH2:16][CH2:17][CH2:18][C@H:12]3[NH:11][C:10]3[CH:19]=[CH:20][CH:21]=[CH:22][C:9]2=3)=[CH:5][CH:4]=1.[C:25]1(=[O:39])[N:29]([CH2:30][C:31](Cl)=[O:32])[C:28](=[O:34])[C:27]2=[CH:35][CH:36]=[CH:37][CH:38]=[C:26]12.C(=O)([O-])O.[Na+]>C1(C)C=CC=CC=1>[Cl:2][C:3]1[CH:24]=[CH:23][C:6]([CH2:7][N:8]2[C:14](=[O:15])[C@H:13]3[CH2:16][CH2:17][CH2:18][C@H:12]3[N:11]([C:31](=[O:32])[CH2:30][N:29]3[C:28](=[O:34])[C:27]4=[CH:35][CH:36]=[CH:37][CH:38]=[C:26]4[C:25]3=[O:39])[C:10]3[CH:19]=[CH:20][CH:21]=[CH:22][C:9]2=3)=[CH:5][CH:4]=1 |f:0.1,3.4|. The solvent is C1(=CC=CC=C1)C (toluene). Product: ClC1=CC=C(CN2C3=C(N([C@H]4[C@@H](C2=O)CCC4)C(CN4C(C=2C(C4=O)=CC=CC2)=O)=O)C=CC=C3)C=C1 ((3aR*,10aS*)-9-(4-Chlorobenzyl)-4-(phthalimidoacetyl)-2,3,3a,4,9,10a-hexahydrobenzo[b]cyclopenta[e][1,4]-diazepine-10(1H)-one). The reactants are Clc1cccnc1Br, O=C([O-])[O-], CN(C)C=O, CCOC(C)=O, CC(C)(C)OC(=O)N1C2CCC1CNC2, [K+], [K+]. Product: CC(C)(C)OC(=O)N1C2CCC1CN(c1ncccc1Cl)C2. RXN SMILES: [Br:16][c:17]1[n:18][cH:19][cH:20][cH:21][c:22]1[Cl:23].[C:24](=[O:25])([O-:26])[O-:27].[CH3:30][N:31]([CH3:32])[CH:33]=[O:34].[CH3:35][CH2:36][O:37][C:38](=[O:39])[CH3:40].[CH:1]12[CH2:2][NH:3][CH2:4][CH:5]([CH2:6][CH2:7]1)[N:8]2[C:9](=[O:10])[O:11][C:12]([CH3:13])([CH3:14])[CH3:15].[K+:28].[K+:29]>>[CH:1]12[CH2:2][N:3]([c:17]3[n:18][cH:19][cH:20][cH:21][c:22]3[Cl:23])[CH2:4][CH:5]([CH2:6][CH2:7]1)[N:8]2[C:9](=[O:10])[O:11][C:12]([CH3:13])([CH3:14])[CH3:15].